Dataset: the Open Reaction Database (ORD), a public repository of structured organic reaction records. Task: describe an organic reaction: reactants, conditions, products, and yield Reactants: [OH-].[Na+] (NaOH), BrC=1C=CC(=C(C1)C=1C2=C(C(N(C1)C)=O)N(C=C2)S(=O)(=O)C2=CC=C(C)C=C2)OCC2CC2 (4-(5-bromo-2-(cyclopropylmethoxy)phenyl)-6-methyl-1-tosyl-1H-pyrrolo[2,3-c]pyridin-7(6H)-one), [B-](CN1CCCC1)(F)(F)F.[K+] (potassium trifluoro(pyrrolidin-1-ylmethyl)borate), C1(CCCCC1)P(C1=C(C=CC=C1)C1=C(C=C(C=C1C(C)C)C(C)C)C(C)C)C1CCCCC1 (dicyclohexyl(2′,4′,6′-triisopropylbiphenyl-2-yl)phosphine), C([O-])([O-])=O.[Cs+].[Cs+] (cesium carbonate). The reagents and catalysts are C(C)(=O)[O-].[Pd+2].C(C)(=O)[O-] (palladium(II) acetate). Solvent: O (Water), O1CCOCC1.O (dioxane water). Reaction conditions: temperature 140 celsius. The product is C1(CC1)COC1=C(C=C(C=C1)CN1CCCC1)C=1C2=C(C(N(C1)C)=O)NC=C2 (4-[2-(cyclopropylmethoxy)-5-(pyrrolidin-1-ylmethyl)phenyl]-6-methyl-1,6-dihydro-7H-pyrrolo[2,3-c]pyridin-7-one). The yield is 11.2%. As a reaction SMILES: Br[C:2]1[CH:3]=[CH:4][C:5]([O:29][CH2:30][CH:31]2[CH2:33][CH2:32]2)=[C:6]([C:8]2[C:9]3[CH:18]=[CH:17][N:16](S(C4C=CC(C)=CC=4)(=O)=O)[C:10]=3[C:11](=[O:15])[N:12]([CH3:14])[CH:13]=2)[CH:7]=1.[B-](F)(F)(F)[CH2:35][N:36]1[CH2:40][CH2:39][CH2:38][CH2:37]1.[K+].C1(P(C2CCCCC2)C2C=CC=CC=2C2C(C(C)C)=CC(C(C)C)=CC=2C(C)C)CCCCC1.C(=O)([O-])[O-].[Cs+].[Cs+].[OH-].[Na+]>O1CCOCC1.O.C([O-])(=O)C.[Pd+2].C([O-])(=O)C.O>[CH:31]1([CH2:30][O:29][C:5]2[CH:4]=[CH:3][C:2]([CH2:35][N:36]3[CH2:40][CH2:39][CH2:38][CH2:37]3)=[CH:7][C:6]=2[C:8]2[C:9]3[CH:18]=[CH:17][NH:16][C:10]=3[C:11](=[O:15])[N:12]([CH3:14])[CH:13]=2)[CH2:33][CH2:32]1 |f:1.2,4.5.6,7.8,9.10,11.12.13|. Procedure details: A mixture of Example 314b (100 mg, 0.190 mmol), potassium trifluoro(pyrrolidin-1-ylmethyl)borate (36.2 mg, 0.190 mmol), palladium(II) acetate (2.55 mg, 0.011 mmol), dicyclohexyl(2′,4′,6′-triisopropylbiphenyl-2-yl)phosphine (10.85 mg, 0.023 mmol), and cesium carbonate (185 mg, 0.569 mmol) in 4 mL dioxane/water (9:1) was purged with nitrogen gas and then heated under microwave conditions (Biotage Initiator) at 140° C. for 40 minutes. The reaction mixture was then treated with 2 mL of 4 N NaOH and ... Reaction conditions: temperature 80 celsius. Starting materials: Compound 95, CC=1C=C(C=NNC2=NC(=NC(=C2)N2CCOCC2)CCOS(=O)(=O)C)C=CC1 (methanesulfonic acid 2-{4-[N′-(3-methyl-benzylidene)-hydrazino]-6-morpholin-4-yl-pyrimidin-2-yl}-ethyl ester), O1CCCC1 (tetrahydrofuran), N1CCOCC1 (morpholine). RXN SMILES: [CH3:1][C:2]1[CH:3]=[C:4]([CH:27]=[CH:28][CH:29]=1)[CH:5]=[N:6][NH:7][C:8]1[CH:13]=[C:12]([N:14]2[CH2:19][CH2:18][O:17][CH2:16][CH2:15]2)[N:11]=[C:10]([CH2:20]COS(C)(=O)=O)[N:9]=1.[NH:30]1[CH2:35][CH2:34][O:33][CH2:32][CH2:31]1.O1CCC[CH2:37]1>>[CH3:1][C:2]1[CH:3]=[C:4]([CH:27]=[CH:28][CH:29]=1)[CH:5]=[N:6][NH:7][C:8]1[CH:13]=[C:12]([N:14]2[CH2:15][CH2:16][O:17][CH2:18][CH2:19]2)[N:11]=[C:10]([CH2:20][CH2:37][N:30]2[CH2:35][CH2:34][O:33][CH2:32][CH2:31]2)[N:9]=1. Product: Compound 94, CC=1C=C(C=NNC2=NC(=NC(=C2)N2CCOCC2)CCN2CCOCC2)C=CC1 (N-(3-methyl-benzylidene)-N′-[6-morpholin-4-yl-2-(2-morpholin-4-yl-ethyl)-pyrimidin-4-yl]-hydrazine). Procedure details: Compound 95, methanesulfonic acid 2-{4-[N′-(3-methyl-benzylidene)-hydrazino]-6-morpholin-4-yl-pyrimidin-2-yl}-ethyl ester (104 mg., 0.25 mmol) was dissolved in tetrahydrofuran (4 mL). To the reaction mixture was added morpholine (43 mg., 0.5 mmol) and the vessel was sealed and heated at 80° C. for sixteen hours. The solvent was removed under reduced pressure and the crude oil was purified by column chromatography to give Compound 94, N-(3-methyl-benzylidene)-N′-[6-morpholin-4-yl-2-(2-morpholin-4... Reaction conditions: time 1 hour. The solvent is C(Cl)Cl (CH2Cl2), C(Cl)Cl (CH2Cl2), O (water), C(Cl)Cl (CH2Cl2). As a reaction SMILES: C(Cl)(=O)C(Cl)=O.[Br:7][C:8]1[CH:16]=[CH:15][C:11]([C:12]([OH:14])=O)=[C:10]([F:17])[CH:9]=1.FC1C=C(Br)C=CC=1C(Cl)=O.C(N(C(C)C)CC)(C)C.[NH:38]1[CH2:43][CH2:42][O:41][CH2:40][CH2:39]1>C(Cl)Cl.O>[Br:7][C:8]1[CH:16]=[CH:15][C:11]([C:12]([N:38]2[CH2:43][CH2:42][O:41][CH2:40][CH2:39]2)=[O:14])=[C:10]([F:17])[CH:9]=1. Reactants: C(C(=O)Cl)(=O)Cl (oxalyl chloride), BrC1=CC(=C(C(=O)O)C=C1)F (4-bromo-2-fluorobenzoic acid), FC1=C(C(=O)Cl)C=CC(=C1)Br (2-Fluoro-4-bromobenzoyl chloride), C(C)(C)N(CC)C(C)C (diisopropylethylamine), N1CCOCC1 (morpholine). Procedure: A solution of 3.8 ml (44 mmol) oxalyl chloride in 30 ml CH2Cl2 is added dropwise to a iced-cooled solution of 4.88 g (21.9 mmol) 4-bromo-2-fluorobenzoic acid in 180 ml CH2Cl2. After complete addition, the cooling bath is removed and stirring maintained for 15 h at RT. The solvent is evaporated to dryness, the resultant colorless residue is dried under vacuum and then diluted with 80 ml CH2Cl2. This solution of 2-Fluoro-4-bromobenzoyl chloride (CAS 151982-51-3) is then added dropwise to a mixture... Product: BrC1=CC(=C(C=C1)C(=O)N1CCOCC1)F ((4-Bromo-2-fluoro-phenyl)-morpholin-4-yl-methanone). The reactants are [Al+3], CCOC(=O)C(C)(C)Oc1ccc(C(=C2CCCCCC2)c2ccc(O)cc2)cc1, C1CCOC1, [H-], [H-], [H-], [H-], [Li+]. The product is CC(C)(CO)Oc1ccc(C(=C2CCCCCC2)c2ccc(O)cc2)cc1. As a reaction SMILES: [Al+3:32].[C:1]1(=[C:8]([c:9]2[cH:10][cH:11][c:12]([O:15][C:16]([C:17](=[O:18])[O:19][CH2:20][CH3:21])([CH3:22])[CH3:23])[cH:13][cH:14]2)[c:24]2[cH:25][cH:26][c:27]([OH:30])[cH:28][cH:29]2)[CH2:2][CH2:3][CH2:4][CH2:5][CH2:6][CH2:7]1.[CH2:37]1[O:38][CH2:39][CH2:40][CH2:41]1.[H-:31].[H-:34].[H-:35].[H-:36].[Li+:33]>>[C:1]1(=[C:8]([c:9]2[cH:10][cH:11][c:12]([O:15][C:16]([CH2:17][OH:18])([CH3:22])[CH3:23])[cH:13][cH:14]2)[c:24]2[cH:25][cH:26][c:27]([OH:30])[cH:28][cH:29]2)[CH2:2][CH2:3][CH2:4][CH2:5][CH2:6][CH2:7]1. The reactants are Cl (hydrochloric acid), C(C)C1=CC2=C(N(C(N(C2=O)CC(=O)C2=CC=C(C=C2)F)=O)CC2=CC=C(C=C2)C2=C(C=CC=C2)C2=NOC(N2)=O)S1 (6-ethyl-3-[2-(4-fluorophenyl)-2-oxoethyl]-1-{[2′-(5-oxo-4,5-dihydro-1,2,4-oxadiazol-3-yl)biphenyl-4-yl]methyl}thieno[2,3-d]pyrimidine-2,4(1H,3H)-dione), Cl.NOC ((aminooxy)methane hydrochloride), N1=CC=CC=C1 (pyridine). The solvent is O (water), C(Cl)(Cl)Cl (chloroform), C(C)O (ethanol). Reaction conditions: temperature 100 celsius, time 16 hour. Yields the product C(C)C1=CC2=C(N(C(N(C2=O)CC(=NOC)C2=CC=C(C=C2)F)=O)CC2=CC=C(C=C2)C2=C(C=CC=C2)C2=NOC(N2)=O)S1 (6-ethyl-3-[2-(4-fluorophenyl)-2-(methoxyimino)ethyl]-1-{[2′-(5-oxo-4,5-dihydro-1,2,4-oxadiazol-3-yl)biphenyl-4-yl]methyl}thieno[2,3-d]pyrimidine-2,4(1H,3H)-dione), mixture. The yield is 73.0%. RXN SMILES: [CH2:1]([C:3]1[S:42][C:6]2[N:7]([CH2:23][C:24]3[CH:29]=[CH:28][C:27]([C:30]4[CH:35]=[CH:34][CH:33]=[CH:32][C:31]=4[C:36]4[NH:40][C:39](=[O:41])[O:38][N:37]=4)=[CH:26][CH:25]=3)[C:8](=[O:22])[N:9]([CH2:12][C:13]([C:15]3[CH:20]=[CH:19][C:18]([F:21])=[CH:17][CH:16]=3)=O)[C:10](=[O:11])[C:5]=2[CH:4]=1)[CH3:2].Cl.[NH2:44][O:45][CH3:46].N1C=CC=CC=1.Cl>O.C(Cl)(Cl)Cl.C(O)C>[CH2:1]([C:3]1[S:42][C:6]2[N:7]([CH2:23][C:24]3[CH:25]=[CH:26][C:27]([C:30]4[CH:35]=[CH:34][CH:33]=[CH:32][C:31]=4[C:36]4[NH:40][C:39](=[O:41])[O:38][N:37]=4)=[CH:28][CH:29]=3)[C:8](=[O:22])[N:9]([CH2:12][C:13]([C:15]3[CH:20]=[CH:19][C:18]([F:21])=[CH:17][CH:16]=3)=[N:44][O:45][CH3:46])[C:10](=[O:11])[C:5]=2[CH:4]=1)[CH3:2] |f:1.2|. Procedure details: A mixture of 6-ethyl-3-[2-(4-fluorophenyl)-2-oxoethyl]-1-{[2′-(5-oxo-4,5-dihydro-1,2,4-oxadiazol-3-yl)biphenyl-4-yl]methyl}thieno[2,3-d]pyrimidine-2,4(1H,3H)-dione (0.2 g), (aminooxy)methane hydrochloride (0.086 g), pyridine (5 mL) and ethanol (5 mL) was stirred at 100° C. for 16 hr. To the reaction mixture were added chloroform and water, and the mixture was adjusted to pH 4 with 1N hydrochloric acid. The chloroform layer was washed with saturated brine, and dried over anhydrous magnesium sulfa...